From a dataset of the Open Reaction Database (ORD), a public repository of structured organic reaction records. describe an organic reaction: reactants, conditions, products, and yield The reactants are COC(=O)C=1C(=C2C=C(C(N(C2=CN1)CC1CCCC1)=O)C1=CC=CC=C1)O (1-cyclopentylmethyl-5-hydroxy-2-oxo-3-phenyl-1,2-dihydro-[1,7]naphthyridine-6-carboxylic acid methyl ester), NCCCC(=O)O (4-aminobutyric acid), C[O-].[Na+] (NaOMe). Run in C(=O)(O)[O-].[Na+] (NaHCO3). Product: C1(CCCC1)CN1C(C(=CC2=C(C(=NC=C12)C(=O)NCCCC(=O)O)O)C1=CC=CC=C1)=O (4-[(1-Cyclopentylmethyl-5-hydroxy-2-oxo-3-phenyl-1,2-dihydro-[1,7]naphthyridine-6-carbonyl)-amino]-butyric acid). Yield: 40.8%. Reaction SMILES: CO[C:3]([C:5]1[C:6]([OH:28])=[C:7]2[C:12](=[CH:13][N:14]=1)[N:11]([CH2:15][CH:16]1[CH2:20][CH2:19][CH2:18][CH2:17]1)[C:10](=[O:21])[C:9]([C:22]1[CH:27]=[CH:26][CH:25]=[CH:24][CH:23]=1)=[CH:8]2)=[O:4].[NH2:29][CH2:30][CH2:31][CH2:32][C:33]([OH:35])=[O:34].C[O-].[Na+]>C([O-])(O)=O.[Na+]>[CH:16]1([CH2:15][N:11]2[C:12]3[C:7](=[C:6]([OH:28])[C:5]([C:3]([NH:29][CH2:30][CH2:31][CH2:32][C:33]([OH:35])=[O:34])=[O:4])=[N:14][CH:13]=3)[CH:8]=[C:9]([C:22]3[CH:23]=[CH:24][CH:25]=[CH:26][CH:27]=3)[C:10]2=[O:21])[CH2:20][CH2:19][CH2:18][CH2:17]1 |f:2.3,4.5|. Reported procedure: A mixture of 1-cyclopentylmethyl-5-hydroxy-2-oxo-3-phenyl-1,2-dihydro-[1,7]naphthyridine-6-carboxylic acid methyl ester (45 mg, 0.12 mmol), 4-aminobutyric acid (736 mg, 7.1 mmol) and NaOMe solution (10.7 mL, 5.4 mmol, 0.5 M in MeOH) was refluxed for 16 h. After the mixture was cooled to r.t., the solvent was evaporated in vacuo. The residue was partitioned between EtOAc and water. 1 M HCl was added until pH was about 2-3. The aqueous layer was extracted with additional EtOAc, and the organic lay... The reactants are C(C1=CC=CC=C1)OC1=CC(=C(C=C1)NN=C(C(=O)OC)C(COC)=O)F (methyl 2-{[4-(benzyloxy)-2-fluorophenyl]hydrazono}-4-methoxy-3-oxobutanoate), COC(N(C)C)OC (N,N-dimethylformamide dimethyl acetal). Yields the product C(C1=CC=CC=C1)OC1=CC(=C(C=C1)N1N=C(C(C(=C1)OC)=O)C(=O)OC)F (Methyl 1-[4-(benzyloxy)-2-fluorophenyl]-5-methoxy-4-oxo-1,4-dihydropyridazine-3-carboxylate). The yield is 93.0%. Reaction SMILES: [CH2:1]([O:8][C:9]1[CH:14]=[CH:13][C:12]([NH:15][N:16]=[C:17]([C:22](=[O:26])[CH2:23][O:24][CH3:25])[C:18]([O:20][CH3:21])=[O:19])=[C:11]([F:27])[CH:10]=1)[C:2]1[CH:7]=[CH:6][CH:5]=[CH:4][CH:3]=1.[CH3:28]OC(OC)N(C)C>>[CH2:1]([O:8][C:9]1[CH:14]=[CH:13][C:12]([N:15]2[CH:28]=[C:23]([O:24][CH3:25])[C:22](=[O:26])[C:17]([C:18]([O:20][CH3:21])=[O:19])=[N:16]2)=[C:11]([F:27])[CH:10]=1)[C:2]1[CH:3]=[CH:4][CH:5]=[CH:6][CH:7]=1. Procedure: A solution of methyl 2-{[4-(benzyloxy)-2-fluorophenyl]hydrazono}-4-methoxy-3-oxobutanoate (8.46 g, 22.6 mmol) in N,N-dimethylformamide dimethyl acetal (80 mL) was refluxed for 3 h. After cooling to room temperature, the reaction mixture was concentrated under reduced pressure. The residue was diluted with AcOEt, washed with water and brine, dried over MgSO4, and concentrated under reduced pressure. The residue was purified by silica gel column chromatography eluting with THF and recrystallized f...